This data is from the Open Reaction Database (ORD), a public repository of structured organic reaction records. The task is: describe an organic reaction: reactants, conditions, products, and yield Starting materials: CS(C)=O, O=[N+]([O-])c1ccc(Cl)cc1, NCCc1ccccc1, O. The product is O=[N+]([O-])c1ccc(NCCc2ccccc2)cc1. As a reaction SMILES: [CH3:20][S:21]([CH3:22])=[O:23].[Cl:1][c:2]1[cH:3][cH:4][c:5]([N+:8](=[O:9])[O-:10])[cH:6][cH:7]1.[NH2:11][CH2:12][CH2:13][c:14]1[cH:15][cH:16][cH:17][cH:18][cH:19]1.[OH2:24]>>[c:2]1([NH:11][CH2:12][CH2:13][c:14]2[cH:15][cH:16][cH:17][cH:18][cH:19]2)[cH:3][cH:4][c:5]([N+:8](=[O:9])[O-:10])[cH:6][cH:7]1. Starting materials: C12(CC3CC(CC(C1)C3)C2)C=2C=C(C=CC2OC)C=2C=C3C=CC(=CC3=CC2)C(C#N)O (2-[6-(3-[1-adamantyl]-4-methoxyphenyl)-2-naphthyl]-2-hydroxy-acetonitrile), O=S(Cl)Cl (SOCl2). The reagents and catalysts are CN(C)C=O (DMF). Solvent: C(Cl)(Cl)Cl (chloroform). Yields the product C12(CC3CC(CC(C1)C3)C2)C=2C=C(C=CC2OC)C=2C=C3C=CC(=CC3=CC2)C(C#N)Cl (2-[6-(3-[1-adamantyl]-4-methoxyphenyl)-2-naphthyl]-2-chloro-acetonitrile). Reaction SMILES: [C:1]12([C:11]3[CH:12]=[C:13]([C:19]4[CH:20]=[C:21]5[C:26](=[CH:27][CH:28]=4)[CH:25]=[C:24]([CH:29](O)[C:30]#[N:31])[CH:23]=[CH:22]5)[CH:14]=[CH:15][C:16]=3[O:17][CH3:18])[CH2:10][CH:5]3[CH2:6][CH:7]([CH2:9][CH:3]([CH2:4]3)[CH2:2]1)[CH2:8]2.O=S(Cl)[Cl:35]>C(Cl)(Cl)Cl.CN(C=O)C>[C:1]12([C:11]3[CH:12]=[C:13]([C:19]4[CH:20]=[C:21]5[C:26](=[CH:27][CH:28]=4)[CH:25]=[C:24]([CH:29]([Cl:35])[C:30]#[N:31])[CH:23]=[CH:22]5)[CH:14]=[CH:15][C:16]=3[O:17][CH3:18])[CH2:10][CH:5]3[CH2:6][CH:7]([CH2:9][CH:3]([CH2:4]3)[CH2:2]1)[CH2:8]2. Reported procedure: To a solution of 2-[6-(3-[1-adamantyl]-4-methoxyphenyl)-2-naphthyl]-2-hydroxy-acetonitrile, (0.314 mg, 0.74 mmol) in anhydrous chloroform (10 mL) were added SOCl2 (0.17 mL, 2.23 mmol) and DMF (3 drops). The reaction mixture was heated under reflux for 40 minutes before it was allowed to cool down, washed with water, saturated NaHCO3, brine to give 2-[6-(3-[1-adamantyl]-4-methoxyphenyl)-2-naphthyl]-2-chloro-acetonitrile that was used without further purification. Reactants: BrB(Br)Br, ClCCl, COCC(C)Oc1cc(Oc2cnc(C(=O)N3CCN(C)CC3)cn2)cc(-c2ccc(C3=NCC(C)O3)[nH]2)c1, [Na+], O=C([O-])O. Yields the product CC1CN=C(c2ccc(-c3cc(Oc4cnc(C(=O)N5CCN(C)CC5)cn4)cc(OC(C)CO)c3)[nH]2)O1. As a reaction SMILES: [B:40]([Br:41])([Br:42])[Br:43].[CH2:49]([Cl:50])[Cl:51].[CH3:1][O:2][CH2:3][CH:4]([O:5][c:6]1[cH:7][c:8]([O:9][c:10]2[n:11][cH:12][c:13]([C:16](=[O:17])[N:18]3[CH2:19][CH2:20][N:21]([CH3:24])[CH2:22][CH2:23]3)[n:14][cH:15]2)[cH:25][c:26](-[c:28]2[nH:29][c:30]([C:33]3=[N:37][CH2:36][CH:35]([CH3:38])[O:34]3)[cH:31][cH:32]2)[cH:27]1)[CH3:39].[Na+:44].[OH:45][C:46](=[O:47])[O-:48]>>[OH:2][CH2:3][CH:4]([O:5][c:6]1[cH:7][c:8]([O:9][c:10]2[n:11][cH:12][c:13]([C:16](=[O:17])[N:18]3[CH2:19][CH2:20][N:21]([CH3:24])[CH2:22][CH2:23]3)[n:14][cH:15]2)[cH:25][c:26](-[c:28]2[nH:29][c:30]([C:33]3=[N:37][CH2:36][CH:35]([CH3:38])[O:34]3)[cH:31][cH:32]2)[cH:27]1)[CH3:39]. Procedure: To a stirred solution of benzyl 3-(N-FMOC-L-valyloxy)-2-hydroxypropionate (4.6 g 8.89 mmole) and pyridine (1.41 g, 17.8 mmole) in 80 ml dichloromethane was added dropwise a solution of stearoylchloride (3.64 g, 12 mmole) in 20 ml dichloromethane and the mixture was stirred overnight at room temperature. 100 ml of 5% sodium hydrogencarbonate solution was added and the mixture stirred for 30 minutes. The organic phase was seperated and the water phase was extracted two times with dichloromethane. ... Reactants: C(O)([O-])=O.[Na+] (sodium hydrogencarbonate), C(=O)(OCC1C2=CC=CC=C2C2=CC=CC=C12)N[C@@H](C(C)C)C(=O)OCC(C(=O)OCC1=CC=CC=C1)O (benzyl 3-(N-FMOC-L-valyloxy)-2-hydroxypropionate), N1=CC=CC=C1 (pyridine), C(CCCCCCCCCCCCCCCCC)(=O)Cl (stearoylchloride). Reaction conditions: time 8 hour. The solvent is ClCCl (dichloromethane), ClCCl (dichloromethane). Yields the product C(=O)(OCC1C2=CC=CC=C2C2=CC=CC=C12)N[C@@H](C(C)C)C(=O)OCC(C(=O)OCC1=CC=CC=C1)OC(CCCCCCCCCCCCCCCCC)=O (Benzyl 3-(N-FMOC-L-valyloxy)-2-stearoyloxypropionate). RXN SMILES: [C:1]([NH:18][C@H:19]([C:23]([O:25][CH2:26][CH:27]([OH:38])[C:28]([O:30][CH2:31][C:32]1[CH:37]=[CH:36][CH:35]=[CH:34][CH:33]=1)=[O:29])=[O:24])[CH:20]([CH3:22])[CH3:21])([O:3][CH2:4][CH:5]1[C:17]2[C:12](=[CH:13][CH:14]=[CH:15][CH:16]=2)[C:11]2[C:6]1=[CH:7][CH:8]=[CH:9][CH:10]=2)=[O:2].N1C=CC=CC=1.[C:45](Cl)(=[O:63])[CH2:46][CH2:47][CH2:48][CH2:49][CH2:50][CH2:51][CH2:52][CH2:53][CH2:54][CH2:55][CH2:56][CH2:57][CH2:58][CH2:59][CH2:60][CH2:61][CH3:62].C(=O)([O-])O.[Na+]>ClCCl>[C:1]([NH:18][C@H:19]([C:23]([O:25][CH2:26][CH:27]([O:38][C:45](=[O:63])[CH2:46][CH2:47][CH2:48][CH2:49][CH2:50][CH2:51][CH2:52][CH2:53][CH2:54][CH2:55][CH2:56][CH2:57][CH2:58][CH2:59][CH2:60][CH2:61][CH3:62])[C:28]([O:30][CH2:31][C:32]1[CH:33]=[CH:34][CH:35]=[CH:36][CH:37]=1)=[O:29])=[O:24])[CH:20]([CH3:22])[CH3:21])([O:3][CH2:4][CH:5]1[C:6]2[C:11](=[CH:10][CH:9]=[CH:8][CH:7]=2)[C:12]2[C:17]1=[CH:16][CH:15]=[CH:14][CH:13]=2)=[O:2] |f:3.4|. The reactants are ClC1=CC=C(C=C1)N(C(=O)[C@H]1C[C@@H](N(C2=CC=CC=C12)C(=O)C1=CC=C(OCCC(C(=O)OCC)(F)F)C=C1)C)CC ((±)-trans-ethyl 4-(4-{[4-{[(4-chlorophenyl)(ethyl)amino]carbonyl}-2-methyl-3,4-dihydroquinolin-1(2H)-yl]carbonyl}phenoxy)-2,2-difluorobutanoate), [OH-].[Li+] (lithium hydroxide), Cl (hydrochloric acid), CO (methanol). The solvent is C1CCOC1 (THF), O (water). Reaction conditions: time 18 hour. Yields the product ClC1=CC=C(C=C1)N(C(=O)[C@H]1C[C@@H](N(C2=CC=CC=C12)C(=O)C1=CC=C(OCCC(C(=O)O)(F)F)C=C1)C)CC ((±)-trans-4-(4-{[4-{[(4-chlorophenyl)(ethyl)amino]carbonyl}-2-methyl-3,4-dihydroquinolin-1(2H)-yl]carbonyl}phenoxy)-2,2-difluorobutanoic acid). RXN SMILES: [Cl:1][C:2]1[CH:7]=[CH:6][C:5]([N:8]([CH2:41][CH3:42])[C:9]([C@@H:11]2[C:20]3[C:15](=[CH:16][CH:17]=[CH:18][CH:19]=3)[N:14]([C:21]([C:23]3[CH:39]=[CH:38][C:26]([O:27][CH2:28][CH2:29][C:30]([F:37])([F:36])[C:31]([O:33]CC)=[O:32])=[CH:25][CH:24]=3)=[O:22])[C@@H:13]([CH3:40])[CH2:12]2)=[O:10])=[CH:4][CH:3]=1.[OH-].[Li+].CO.Cl>C1COCC1.O>[Cl:1][C:2]1[CH:7]=[CH:6][C:5]([N:8]([CH2:41][CH3:42])[C:9]([C@@H:11]2[C:20]3[C:15](=[CH:16][CH:17]=[CH:18][CH:19]=3)[N:14]([C:21]([C:23]3[CH:24]=[CH:25][C:26]([O:27][CH2:28][CH2:29][C:30]([F:37])([F:36])[C:31]([OH:33])=[O:32])=[CH:38][CH:39]=3)=[O:22])[C@@H:13]([CH3:40])[CH2:12]2)=[O:10])=[CH:4][CH:3]=1 |f:1.2|. Reported procedure: To a solution of (±)-trans-ethyl 4-(4-{[4-{[(4-chlorophenyl)(ethyl)amino]carbonyl}-2-methyl-3,4-dihydroquinolin-1(2H)-yl]carbonyl}phenoxy)-2,2-difluorobutanoate (190 mg, 0.32 mmol) in THF (4.4 mL) was added a solution of lithium hydroxide (15.2 mg, 0.63 mmol) in water (2 mL). To the resulting mixture was added methanol (2 mL) and the reaction stirred 18 hours at room temperature. The reaction mixture pH was adjusted to 2 via addition of 1N hydrochloric acid and extracted with ethyl acetate (3×25... Reactants: S(=O)(=O)(OCCl)Cl (chloromethyl chlorosulfate), C=1C=CC(=C(C1)CC(=O)[O-])NC=2C(=CC=CC2Cl)Cl.[Na+] (Diclofenac sodium), O (water), C([O-])(O)=O.[Na+] (sodium bicarbonate). Reagents/catalysts: S(=O)(=O)(O)[O-].C(CCC)[N+](CCCC)(CCCC)CCCC (tetrabutylammonium hydrogen sulfate). The solvent is C(Cl)Cl (DCM). Conditions: time 1 hour. Product: product, ClC1=C(C(=CC=C1)Cl)NC1=C(C=CC=C1)CC(=O)OCCl (chloromethyl 2-(2-((2,6-dichlorophenyl)amino)phenyl)acetate). The yield is 96.7%. RXN SMILES: [CH:1]1[CH:2]=[CH:3][C:4]([NH:11][C:12]2[C:13]([Cl:19])=[CH:14][CH:15]=[CH:16][C:17]=2[Cl:18])=[C:5]([CH2:7][C:8]([O-:10])=[O:9])[CH:6]=1.[Na+].O.C(=O)(O)[O-].[Na+].S(Cl)(O[CH2:31][Cl:32])(=O)=O>S([O-])(O)(=O)=O.C([N+](CCCC)(CCCC)CCCC)CCC.C(Cl)Cl>[Cl:19][C:13]1[CH:14]=[CH:15][CH:16]=[C:17]([Cl:18])[C:12]=1[NH:11][C:4]1[CH:3]=[CH:2][CH:1]=[CH:6][C:5]=1[CH2:7][C:8]([O:10][CH2:31][Cl:32])=[O:9] |f:0.1,3.4,6.7|. Reported procedure: Diclofenac sodium [331] (0.1 g, 0.33 mmol, 1.0 eq) DCM (2 ml), water (2 ml), sodium bicarbonate (0.105 g, 0.125 mmol, 3.81 eq) and tetrabutylammonium hydrogen sulfate (0.011 g, 0.033 mmol, 0.1 eq) were stirred at 25° C. for 2 min. A solution of chloromethyl chlorosulfate [323] (0.06 g, 0.363 mmol, 1.1 eq) in DCM (1 ml) was added dropwise. This biphasic system was stirred at RT for 1 h. The organic layer was separated and dried over anhydrous Na2SO4. Evaporation of the solvent under vacuum gave t...